Task: describe an organic reaction: reactants, conditions, products, and yield. Dataset: the Open Reaction Database (ORD), a public repository of structured organic reaction records Reported procedure: A solution of benzyl piperazine-1-carboxylate (0.196 g, 0.889 mmol), 2-(2-oxo-3,3-diphenylpiperidin-1-yl)acetic acid (0.250 g, 0.808 mmol; Example 68E) and N1-((ethylimino)methylene)-N3,N3-dimethylpropane-1,3-diamine hydrochloride (0.186 g, 0.970 mmol) were stirred together overnight in dichloromethane (5 mL). The reaction was concentrated, loaded directly onto a SF15-silica gel column (Analogix®). The product was eluted using a gradient of 5% to 100% ethyl acetate over 30 minutes to provide the... Reaction SMILES: [N:1]1([C:7]([O:9][CH2:10][C:11]2[CH:16]=[CH:15][CH:14]=[CH:13][CH:12]=2)=[O:8])[CH2:6][CH2:5][NH:4][CH2:3][CH2:2]1.[O:17]=[C:18]1[C:23]([C:30]2[CH:35]=[CH:34][CH:33]=[CH:32][CH:31]=2)([C:24]2[CH:29]=[CH:28][CH:27]=[CH:26][CH:25]=2)[CH2:22][CH2:21][CH2:20][N:19]1[CH2:36][C:37](O)=[O:38].Cl.C(N=C=NCCCN(C)C)C>ClCCl>[O:17]=[C:18]1[C:23]([C:24]2[CH:29]=[CH:28][CH:27]=[CH:26][CH:25]=2)([C:30]2[CH:35]=[CH:34][CH:33]=[CH:32][CH:31]=2)[CH2:22][CH2:21][CH2:20][N:19]1[CH2:36][C:37]([N:4]1[CH2:5][CH2:6][N:1]([C:7]([O:9][CH2:10][C:11]2[CH:16]=[CH:15][CH:14]=[CH:13][CH:12]=2)=[O:8])[CH2:2][CH2:3]1)=[O:38] |f:2.3|. Starting materials: N1(CCNCC1)C(=O)OCC1=CC=CC=C1 (benzyl piperazine-1-carboxylate), O=C1N(CCCC1(C1=CC=CC=C1)C1=CC=CC=C1)CC(=O)O (2-(2-oxo-3,3-diphenylpiperidin-1-yl)acetic acid), Cl.C(C)N=C=NCCCN(C)C (N1-((ethylimino)methylene)-N3,N3-dimethylpropane-1,3-diamine hydrochloride). Yields the product O=C1N(CCCC1(C1=CC=CC=C1)C1=CC=CC=C1)CC(=O)N1CCN(CC1)C(=O)OCC1=CC=CC=C1 (benzyl 4-[(2-oxo-3,3-diphenylpiperidin-1-yl)acetyl]piperazine-1-carboxylate). The solvent is ClCCl (dichloromethane). RXN SMILES: [C:1]([O:5][C:6]([N:8]1[C:16]2[C:11](=[CH:12][C:13]([C:17](O)=[O:18])=[CH:14][CH:15]=2)[CH:10]=[C:9]1[C:20]1[CH:21]=[CH:22][C:23]([Cl:30])=[C:24]2[C:28]=1[C:27](=[O:29])[NH:26][CH2:25]2)=[O:7])([CH3:4])([CH3:3])[CH3:2].CCN=C=NCCCN(C)C.C1C=C2N=NN(O)C2=CC=1.O.[C:53]([O:57][C:58]([N:60]1[CH2:65][CH2:64][NH:63][CH2:62][CH2:61]1)=[O:59])([CH3:56])([CH3:55])[CH3:54]>CN(C=O)C.O>[Cl:30][C:23]1[CH:22]=[CH:21][C:20]([C:9]2[N:8]([C:6]([O:5][C:1]([CH3:4])([CH3:2])[CH3:3])=[O:7])[C:16]3[C:11]([CH:10]=2)=[CH:12][C:13]([C:17]([N:63]2[CH2:62][CH2:61][N:60]([C:58]([O:57][C:53]([CH3:56])([CH3:55])[CH3:54])=[O:59])[CH2:65][CH2:64]2)=[O:18])=[CH:14][CH:15]=3)=[C:28]2[C:24]=1[CH2:25][NH:26][C:27]2=[O:29] |f:2.3|. Yields the product ClC1=C2CNC(C2=C(C=C1)C=1N(C2=CC=C(C=C2C1)C(=O)N1CCN(CC1)C(=O)OC(C)(C)C)C(=O)OC(C)(C)C)=O (4-chloro-7-(1-(tert-butoxycarbonyl)-5-[-4-(tert-butoxycarbonyl)piperazin-1-ylcarbonyl]indol-2-yl)isoindolinone). Isolated yield 82.5%. Reactants: CCN=C=NCCCN(C)C (EDCI), C1=CC=C2C(=C1)N=NN2O.O (HOBT monohydrate), C(C)(C)(C)OC(=O)N1CCNCC1 (1-(tert-butoxycarbonyl)piperazine), C(C)(C)(C)OC(=O)N1C(=CC2=CC(=CC=C12)C(=O)O)C=1C=CC(=C2CNC(C12)=O)Cl (7-[1-(tert-butoxycarbonyl)-5-carboxyindol-2-yl]-4-chloroisoindolinone). Run in CN(C)C=O (DMF), O (water). Procedure: In a similar manner to Example 20, 7-[1-(tert-butoxycarbonyl)-5-carboxyindol-2-yl]-4-chloroisoindolinone (37.8 mg, 0.0886 mmol) was dissolved in DMF (1 mL), and the solution was treated with EDCI (34 mg, 0.18 mmol), HOBT monohydrate (12 mg, 0.089 mmol) and 1-(tert-butoxycarbonyl)piperazine (66 mg, 0.35 mmol). The mixture was added with water and the precipitated solid was collected by filtration, washed with water and then dried under reduced pressure to obtain 4-chloro-7-(1-(tert-butoxycarbonyl... The reactants are COC(=O)C1OC(OC(C)=O)C(OC(C)=O)C(OC(C)=O)C1OC(C)=O, ClCCl, OCC(Cl)(Cl)Cl. The product is COC(=O)C1OC(OCC(Cl)(Cl)Cl)C(OC(C)=O)C(OC(C)=O)C1OC(C)=O. RXN SMILES: [CH3:1][O:2][C:3]([CH:4]1[CH:5]([O:22][C:23]([CH3:24])=[O:25])[CH:6]([O:18][C:19]([CH3:20])=[O:21])[CH:7]([O:14][C:15]([CH3:16])=[O:17])[CH:8]([O:9][C:10](=[O:11])[CH3:12])[O:13]1)=[O:26].[Cl:33][CH2:34][Cl:35].[OH:27][CH2:28][C:29]([Cl:30])([Cl:31])[Cl:32]>>[CH3:1][O:2][C:3]([CH:4]1[CH:5]([O:22][C:23]([CH3:24])=[O:25])[CH:6]([O:18][C:19]([CH3:20])=[O:21])[CH:7]([O:14][C:15]([CH3:16])=[O:17])[CH:8]([O:27][CH2:28][C:29]([Cl:30])([Cl:31])[Cl:32])[O:13]1)=[O:26]. Reactants: C1(CCCCC1)C=1C=C(C=NC1OCC(F)(F)F)C(=O)O (5-cyclohexyl-6-(2,2,2-trifluoro-ethoxy)-3-pyridinecarboxylic acid), N1(CCCC1)N (1-pyrrolidinamine). The product is C1(CCCCC1)C=1C=C(C=NC1OCC(F)(F)F)C(=O)NN1CCCC1 (5-cyclohexyl-N-(pyrrolidin-1-yl)-6-(2,2,2-trifluoroethoxy)-3-pyridinecarboxamide). RXN SMILES: [CH:1]1([C:7]2[CH:8]=[C:9]([C:19]([OH:21])=O)[CH:10]=[N:11][C:12]=2[O:13][CH2:14][C:15]([F:18])([F:17])[F:16])[CH2:6][CH2:5][CH2:4][CH2:3][CH2:2]1.[N:22]1([NH2:27])[CH2:26][CH2:25][CH2:24][CH2:23]1>>[CH:1]1([C:7]2[CH:8]=[C:9]([C:19]([NH:27][N:22]3[CH2:26][CH2:25][CH2:24][CH2:23]3)=[O:21])[CH:10]=[N:11][C:12]=2[O:13][CH2:14][C:15]([F:18])([F:17])[F:16])[CH2:2][CH2:3][CH2:4][CH2:5][CH2:6]1. Procedure details: The title compound was synthesized in analogy to Example 1 using 5-cyclohexyl-6-(2,2,2-trifluoro-ethoxy)-3-pyridinecarboxylic acid (example 12c) and 1-pyrrolidinamine (CAN 16596-41-1) as starting materials; LC-MS (UV peak area/ESI) 100.0%, 372.1899 (M+H)+. Starting materials: CCOC(=O)CSc1cnc(N)s1, CC1CCC(N(CCCc2cccc(Cl)c2)C(=O)Nc2ncc(SCC(=O)O)s2)CC1, O=C(O)CCc1coc2ccc(Cl)cc12. The product is CC1CCC(N(CCCc2coc3ccc(Cl)cc23)C(=O)Nc2ncc(SCC(=O)O)s2)CC1. As a reaction SMILES: [CH2:47]([O:48][C:49](=[O:50])[CH2:51][S:52][c:53]1[s:54][c:55]([NH2:56])[n:57][cH:58]1)[CH3:59].[Cl:1][c:2]1[cH:3][c:4]([CH2:5][CH2:6][CH2:10][N:11]([C:12]([NH:13][c:14]2[s:15][c:16]([S:19][CH2:20][C:21](=[O:22])[OH:23])[cH:17][n:18]2)=[O:24])[CH:25]2[CH2:26][CH2:27][CH:28]([CH3:31])[CH2:29][CH2:30]2)[cH:7][cH:8][cH:9]1.[Cl:32][c:33]1[cH:34][cH:35][c:36]2[c:37]([c:38]([CH2:41][CH2:42][C:43]([OH:44])=[O:45])[cH:39][o:40]2)[cH:46]1>>[CH2:10]([N:11]([C:12]([NH:13][c:14]1[s:15][c:16]([S:19][CH2:20][C:21](=[O:22])[OH:23])[cH:17][n:18]1)=[O:24])[CH:25]1[CH2:26][CH2:27][CH:28]([CH3:31])[CH2:29][CH2:30]1)[CH2:42][CH2:41][c:38]1[c:37]2[c:36]([cH:35][cH:34][c:33]([Cl:32])[cH:46]2)[o:40][cH:39]1.